From a dataset of the Open Reaction Database (ORD), a public repository of structured organic reaction records. describe an organic reaction: reactants, conditions, products, and yield Reactants: BrC1=CC2=C(C3=C(OCC2)C=CC=C3)S1 (2-Bromo-4,5-dihydrobenzo[b]thieno[2,3-d]oxepine), N1C=CC2=CC(=CN=C12)B1OC(C)(C)C(C)(C)O1 (7-azaindole-5-boronic acid pinacol ester). The product is S1C(=CC2=C1C1=C(OCC2)C=CC=C1)C=1C=C2C(=NC1)NC=C2 (5-(4,5-dihydrobenzo[b]thieno[2,3-d]oxepin-2-yl)-1H-pyrrolo[2,3-b]pyridine). As a reaction SMILES: Br[C:2]1[S:15][C:5]2[C:6]3[CH:14]=[CH:13][CH:12]=[CH:11][C:7]=3[O:8][CH2:9][CH2:10][C:4]=2[CH:3]=1.[NH:16]1[C:24]2[C:19](=[CH:20][C:21](B3OC(C)(C)C(C)(C)O3)=[CH:22][N:23]=2)[CH:18]=[CH:17]1>>[S:15]1[C:5]2[C:6]3[CH:14]=[CH:13][CH:12]=[CH:11][C:7]=3[O:8][CH2:9][CH2:10][C:4]=2[CH:3]=[C:2]1[C:21]1[CH:20]=[C:19]2[CH:18]=[CH:17][NH:16][C:24]2=[N:23][CH:22]=1. Reported procedure: 2-Bromo-4,5-dihydrobenzo[b]thieno[2,3-d]oxepine from Example 73 was reacted with 7-azaindole-5-boronic acid pinacol ester using standard Suzuki coupling procedure. Purification on prep HPLC gave 136. 1H NMR (400 MHz, CDCl3): 3.30 (2H, t), 4.40 (2H, t), 6.56-6.58 (1H, m), 7.05-7.07 (2H, m), 7.15-7.18 (2H, m), 7.36 (1H, t), 7.75 (1H, d), 8.16 (1H, d), 8.63 (1H, d). MS: (ESI+) 318 The reactants are O=C=O, CCOC(CCCN)OCC, CC(=O)Cl, [Cl-], ClCCl, [Na+], [OH-], O=S(=O)(O)O. The product is CCOC(CCCNC(C)=O)OCC. RXN SMILES: [C:24](=[O:25])=[O:26].[CH2:1]([CH3:2])[O:3][CH:4]([CH2:5][CH2:6][CH2:7][NH2:8])[O:9][CH2:10][CH3:11].[CH3:12][C:13]([Cl:14])=[O:15].[Cl-:18].[Cl:27][CH2:28][Cl:29].[Na+:17].[OH-:16].[S:19](=[O:20])(=[O:21])([OH:22])[OH:23]>>[CH2:1]([CH3:2])[O:3][CH:4]([CH2:5][CH2:6][CH2:7][NH:8][C:13]([CH3:12])=[O:15])[O:9][CH2:10][CH3:11]. The reactants are CCOC(=O)N=NC(=O)OCC, C1CCOC1, O=C1CCCc2c1ccc(O)c2CS(=O)(=O)c1ccccc1, c1ccc(P(c2ccccc2)c2ccccc2)cc1, CCCCC(O)Cn1ccnc1. Yields the product CCCCC(Cn1ccnc1)Oc1ccc2c(c1CS(=O)(=O)c1ccccc1)CCCC2=O. Reaction SMILES: [O:1]=[C:2]([O:3][CH2:4][CH3:5])[N:6]=[N:7][C:8]([O:9][CH2:10][CH3:11])=[O:12].[O:66]1[CH2:67][CH2:68][CH2:69][CH2:70]1.[OH:13][c:14]1[c:15]([CH2:25][S:26](=[O:27])(=[O:28])[c:29]2[cH:30][cH:31][cH:32][cH:33][cH:34]2)[c:16]2[c:21]([cH:22][cH:23]1)[C:20](=[O:24])[CH2:19][CH2:18][CH2:17]2.[c:47]1([P:48]([c:49]2[cH:50][cH:51][cH:52][cH:53][cH:54]2)[c:55]2[cH:56][cH:57][cH:58][cH:59][cH:60]2)[cH:61][cH:62][cH:63][cH:64][cH:65]1.[n:35]1([CH2:40][CH:41]([CH2:42][CH2:43][CH2:44][CH3:45])[OH:46])[cH:36][n:37][cH:38][cH:39]1>>[O:13]([c:14]1[c:15]([CH2:25][S:26](=[O:27])(=[O:28])[c:29]2[cH:30][cH:31][cH:32][cH:33][cH:34]2)[c:16]2[c:21]([cH:22][cH:23]1)[C:20](=[O:24])[CH2:19][CH2:18][CH2:17]2)[CH:41]([CH2:40][n:35]1[cH:36][n:37][cH:38][cH:39]1)[CH2:42][CH2:43][CH2:44][CH3:45]. The reactants are N1(CCC1)S(=O)(=O)NC(C1=C(C=C(C(=C1)Cl)OCC1(CCCC1)C(F)(F)F)F)=O (N-(azetidin-1-ylsulfonyl)-5-chloro-2-fluoro-4-((1-(trifluoromethyl)-cyclopentyl)methoxy)benzamide), ClC=1C(=CC(=C(C(=O)NS(=O)(=O)C)C1)F)O[C@@H]1CC[C@H](CC1)C(F)(F)F (5-chloro-2-fluoro-N-(methylsulfonyl)-4-((trans-4-(trifluoromethyl)cyclohexyl)oxy)benzamide). Yields the product C1(CC1)C=1C(=CC(=C(C(=O)NS(=O)(=O)C)C1)F)O[C@@H]1CC[C@H](CC1)C(F)(F)F (5-cyclopropyl-2-fluoro-N-(methylsulfonyl)-4-((trans-4-(trifluoromethyl)-cyclohexyl)oxy)benzamide). As a reaction SMILES: N1(S(N[C:9](=O)[C:10]2[CH:15]=C(Cl)C(OCC3(C(F)(F)F)CCCC3)=CC=2F)(=O)=O)CCC1.Cl[C:31]1[C:32]([O:45][C@H:46]2[CH2:51][CH2:50][C@H:49]([C:52]([F:55])([F:54])[F:53])[CH2:48][CH2:47]2)=[CH:33][C:34]([F:44])=[C:35]([CH:43]=1)[C:36]([NH:38][S:39]([CH3:42])(=[O:41])=[O:40])=[O:37]>>[CH:15]1([C:31]2[C:32]([O:45][C@H:46]3[CH2:51][CH2:50][C@H:49]([C:52]([F:55])([F:54])[F:53])[CH2:48][CH2:47]3)=[CH:33][C:34]([F:44])=[C:35]([CH:43]=2)[C:36]([NH:38][S:39]([CH3:42])(=[O:41])=[O:40])=[O:37])[CH2:10][CH2:9]1. Procedure: Following the procedure as described in Example 165 and making variations as required to replace N-(azetidin-1-ylsulfonyl)-5-chloro-2-fluoro-4-((1-(trifluoromethyl)-cyclopentyl)methoxy)benzamide with 5-chloro-2-fluoro-N-(methylsulfonyl)-4-((trans-4-(trifluoromethyl)cyclohexyl)oxy)benzamide, the title compound was obtained (0.24 g, 57%) as a colorless solid: 1H NMR (300 MHz, CDCl3) δ 8.68 (d, J=16.2 Hz, 1H), 7.61 (d, J=9.0 Hz, 1H), 6.55 (d, J=14.7 Hz, 1H), 4.69-4.65 (m, 1H), 3.39 (s, 3H), 2.24-1.... Starting materials: ClCCl, CC(CC(=O)O)Oc1ccc(F)cc1, O=C(OC(=O)C(F)(F)F)C(F)(F)F, O=C(O)C(F)(F)F. Product: CC1CC(=O)c2cc(F)ccc2O1. As a reaction SMILES: [Cl:35][CH2:36][Cl:37].[F:1][c:2]1[cH:3][cH:4][c:5]([O:6][CH:7]([CH2:8][C:9](=[O:10])[OH:11])[CH3:12])[cH:13][cH:14]1.[F:22][C:23]([F:24])([F:25])[C:26]([O:27][C:28](=[O:29])[C:30]([F:31])([F:32])[F:33])=[O:34].[OH:15][C:16]([C:17]([F:18])([F:19])[F:20])=[O:21]>>[F:1][c:2]1[cH:3][c:4]2[c:5]([cH:13][cH:14]1)[O:6][CH:7]([CH3:12])[CH2:8][C:9]2=[O:11]. Reactants: 3-l, C(C)OC(CC1CC(C(CC1)=O)Br)=O (3-bromo-4-oxocyclohexaneacetic acid ethyl ester), ClC=1C=C(C=CC1)S (3-chlorothiophenol), [OH-].[K+] (potassium hydroxide). Run in C(C)O (ethanol), C(C)O (ethanol). Product: C(C)OC(CC1CC(C(CC1)=O)SC1=CC(=CC=C1)Cl)=O (3-(3-chlorophenylthio)-4-oxocyclohexaneacetic acid ethyl ester). Reaction SMILES: [Cl:1][C:2]1[CH:3]=[C:4]([SH:8])[CH:5]=[CH:6][CH:7]=1.[OH-].[K+].[CH2:11]([O:13][C:14](=[O:24])[CH2:15][CH:16]1[CH2:21][CH2:20][C:19](=[O:22])[CH:18](Br)[CH2:17]1)[CH3:12]>C(O)C>[CH2:11]([O:13][C:14](=[O:24])[CH2:15][CH:16]1[CH2:21][CH2:20][C:19](=[O:22])[CH:18]([S:8][C:4]2[CH:5]=[CH:6][CH:7]=[C:2]([Cl:1])[CH:3]=2)[CH2:17]1)[CH3:12] |f:1.2|. Reported procedure: In a 3-l. three-necked flask, provided with a condenser, nitrogen inlet, dropping funnel and stirrer were placed 23.8 g. of 3-chlorothiophenol and a solution of 10.8 g. of 85% potassium hydroxide in 300 ml. of ethanol. The solution was brought to reflux, and a solution of 43 g. of 3-bromo-4-oxocyclohexaneacetic acid ethyl ester in 250 ml. of ethanol was added over a period of one hour. After the addition, the solution was stirred at reflux for one hour, cooled to room temperature and filtered to...